The task is: describe an organic reaction: reactants, conditions, products, and yield. This data is from the Open Reaction Database (ORD), a public repository of structured organic reaction records. The reactants are C(CCCCC)C1=C(C=C(C(=O)N2CCOCC2)C=C1)[N+](=O)[O-] (4-hexyl-3-nitrobenzoic acid morpholide), O.NN (hydrazine monohydrate). The reagents and catalysts are [Pd] (Pd/C). Run in C(C)O (ethanol), C(C)O (ethanol). Run at temperature 50 celsius, time 30 minute. Product: NC=1C=C(C(=O)N2CCOCC2)C=CC1CCCCCC (3-amino-4-hexylbenzoic acid morpholide). Yield: 99.4%. RXN SMILES: [CH2:1]([C:7]1[CH:20]=[CH:19][C:10]([C:11]([N:13]2[CH2:18][CH2:17][O:16][CH2:15][CH2:14]2)=[O:12])=[CH:9][C:8]=1[N+:21]([O-])=O)[CH2:2][CH2:3][CH2:4][CH2:5][CH3:6].O.NN>C(O)C.[Pd]>[NH2:21][C:8]1[CH:9]=[C:10]([CH:19]=[CH:20][C:7]=1[CH2:1][CH2:2][CH2:3][CH2:4][CH2:5][CH3:6])[C:11]([N:13]1[CH2:14][CH2:15][O:16][CH2:17][CH2:18]1)=[O:12] |f:1.2|. Procedure details: The compound ([5]-(54)-75) (700 mg) prepared in Example 62 was dissolved in ethanol (35 ml). After the solution was heated to 50° C., a suspension of 10% Pd/C (70 mg) in ethanol was added, and hydrazine monohydrate (0.35 ml) was added to the solution. The solution was stirred at 50° C. for 30 minutes. After the reaction was completed, the solution was filtered through celite 545 to remove the catalyst. The solvent was evaporated under reduced pressure. The residue was purified by silica gel colu...